From a dataset of the Open Reaction Database (ORD), a public repository of structured organic reaction records. describe an organic reaction: reactants, conditions, products, and yield Starting materials: SC1=CC=C(C=C1)C(C(C)(N1CCOCC1)C)=O (1-(4-mercaptophenyl)-2-methyl-2-morpholinopropan-1-one), C(C=C)Br (allylbromide), C([O-])([O-])=O.[K+].[K+] (potassium carbonate). The solvent is CC(=O)C (acetone). Product: C(C=C)SC1=CC=C(C=C1)C(C(C)(N1CCOCC1)C)=O (1-(4-Allylthiophenyl)-2-methyl-2-morpholinopropan-1-one). RXN SMILES: [SH:1][C:2]1[CH:7]=[CH:6][C:5]([C:8](=[O:18])[C:9]([CH3:17])([N:11]2[CH2:16][CH2:15][O:14][CH2:13][CH2:12]2)[CH3:10])=[CH:4][CH:3]=1.[CH2:19](Br)[CH:20]=[CH2:21].C(=O)([O-])[O-].[K+].[K+]>CC(C)=O>[CH2:21]([S:1][C:2]1[CH:7]=[CH:6][C:5]([C:8](=[O:18])[C:9]([CH3:10])([N:11]2[CH2:12][CH2:13][O:14][CH2:15][CH2:16]2)[CH3:17])=[CH:4][CH:3]=1)[CH:20]=[CH2:19] |f:2.3.4|. Procedure details: 10 g (0.38 mol) of 1-(4-mercaptophenyl)-2-methyl-2-morpholinopropan-1-one, 5 g (0.041 mol) of freshly distilled allylbromide and 5.2 g (0.038 mol) of dry potassium carbonate are suspended in 50 ml of acetone and the mixture is heated to reflux temperature for 16 hours. After cooling, the solvent is removed by distillation, water and diethyl ether are added to the residue, and the water phase is extracted with ether. The organic phase is washed with 10% NaOH solution and water, dried over MgSO4 a... The product is CC(=O)OC1CCC2(C)C(C1)C(N)CC1C3CCC(C(C)CCCC(C)C)C3(C)CCC12. RXN SMILES: [C:1]([CH3:2])(=[O:3])[O:4][CH:5]1[CH2:6][CH:7]2[CH:8]([N+:32]([O-:33])=[O:34])[CH2:9][CH:10]3[CH:11]4[CH2:12][CH2:13][CH:14]([CH:15]([CH2:16][CH2:17][CH2:18][CH:19]([CH3:20])[CH3:21])[CH3:22])[C:23]4([CH3:31])[CH2:24][CH2:25][CH:26]3[C:27]2([CH3:30])[CH2:28][CH2:29]1.[CH2:39]1[O:40][CH2:41][CH2:42][CH2:43]1.[CH3:44][OH:45].[CH3:46][CH2:47][O:48][CH2:49][CH3:50].[CH:35]([O-:36])=[O:37].[NH4+:38]>>[C:1]([CH3:2])(=[O:3])[O:4][CH:5]1[CH2:6][CH:7]2[CH:8]([NH2:32])[CH2:9][CH:10]3[CH:11]4[CH2:12][CH2:13][CH:14]([CH:15]([CH2:16][CH2:17][CH2:18][CH:19]([CH3:20])[CH3:21])[CH3:22])[C:23]4([CH3:31])[CH2:24][CH2:25][CH:26]3[C:27]2([CH3:30])[CH2:28][CH2:29]1. The reactants are CC(=O)OC1CCC2(C)C3CCC4(C)C(C(C)CCCC(C)C)CCC4C3CC([N+](=O)[O-])C2C1, C1CCOC1, CO, CCOCC, O=C[O-], [NH4+]. Starting materials: O (Water), BrCC(C(C)(C)C)=O (1-Bromo-3,3-dimethylbutan-2-one), C(#N)C1(CCNCC1)C1=CC=C(C=N1)NC(=O)C=1C=NN(C1C)C1=NC=C(C=C1)C(F)(F)F (N-[6-(4-cyanopiperidin-4-yl)pyridin-3-yl]-5-methyl-1-[5-(trifluoromethyl)pyridin-2-yl]-1H-pyrazole-4-carboxamide), C([O-])([O-])=O.[K+].[K+] (potassium carbonate). Run in CN(C=O)C (N,N-dimethylformamide). Run at time 8.5 hour. Yields the product C(#N)C1(CCN(CC1)CC(C(C)(C)C)=O)C1=CC=C(C=N1)NC(=O)C=1C=NN(C1C)C1=NC=C(C=C1)C(F)(F)F (N-{6-[4-Cyano-1-(3,3-dimethyl-2-oxobutyl)piperidin-4-yl]pyridin-3-yl}-5-methyl-1-[5-(trifluoromethyl)pyridin-2-yl]-1H-pyrazole-4-carboxamide). RXN SMILES: Br[CH2:2][C:3](=[O:8])[C:4]([CH3:7])([CH3:6])[CH3:5].[C:9]([C:11]1([C:17]2[N:22]=[CH:21][C:20]([NH:23][C:24]([C:26]3[CH:27]=[N:28][N:29]([C:32]4[CH:37]=[CH:36][C:35]([C:38]([F:41])([F:40])[F:39])=[CH:34][N:33]=4)[C:30]=3[CH3:31])=[O:25])=[CH:19][CH:18]=2)[CH2:16][CH2:15][NH:14][CH2:13][CH2:12]1)#[N:10].C(=O)([O-])[O-].[K+].[K+].O>CN(C)C=O>[C:9]([C:11]1([C:17]2[N:22]=[CH:21][C:20]([NH:23][C:24]([C:26]3[CH:27]=[N:28][N:29]([C:32]4[CH:37]=[CH:36][C:35]([C:38]([F:41])([F:40])[F:39])=[CH:34][N:33]=4)[C:30]=3[CH3:31])=[O:25])=[CH:19][CH:18]=2)[CH2:12][CH2:13][N:14]([CH2:2][C:3](=[O:8])[C:4]([CH3:7])([CH3:6])[CH3:5])[CH2:15][CH2:16]1)#[N:10] |f:2.3.4|. Reported procedure: 1-Bromo-3,3-dimethylbutan-2-one (88 μl) was added to a suspension of N-[6-(4-cyanopiperidin-4-yl)pyridin-3-yl]-5-methyl-1-[5-(trifluoromethyl)pyridin-2-yl]-1H-pyrazole-4-carboxamide (227 mg) and potassium carbonate (138 mg) in N,N-dimethylformamide (1.7 ml), and stirred at room temperature for 8.5 hours. Water was added to the reaction solution, the precipitated solid was filtered, and washed with water and ethanol to give the titled compound (271 mg) as a white solid. Starting materials: BrC=1C=C2C=3CCCC(C3NC2=CC1)N (6-bromo-2,3,4,9-tetrahydro-1H-carbazol-1-amine), C(CCC1=CC=CC=C1)(=O)Cl (hydrocinnamoyl chloride). Yields the product BrC=1C=C2C=3CCCC(C3NC2=CC1)NC(CCC1=CC=CC=C1)=O (N-(6-Bromo-2,3,4,9-tetrahydro-1H-carbazol-1-yl)-3-phenylpropanamide), solid. Yield: 53.0%. RXN SMILES: [Br:1][C:2]1[CH:3]=[C:4]2[C:12](=[CH:13][CH:14]=1)[NH:11][C:10]1[CH:9]([NH2:15])[CH2:8][CH2:7][CH2:6][C:5]2=1.[C:16](Cl)(=[O:25])[CH2:17][CH2:18][C:19]1[CH:24]=[CH:23][CH:22]=[CH:21][CH:20]=1>>[Br:1][C:2]1[CH:3]=[C:4]2[C:12](=[CH:13][CH:14]=1)[NH:11][C:10]1[CH:9]([NH:15][C:16](=[O:25])[CH2:17][CH2:18][C:19]3[CH:24]=[CH:23][CH:22]=[CH:21][CH:20]=3)[CH2:8][CH2:7][CH2:6][C:5]2=1. Procedure: N-(6-Bromo-2,3,4,9-tetrahydro-1H-carbazol-1-yl)-3-phenylpropanamide was prepared from 6-bromo-2,3,4,9-tetrahydro-1H-carbazol-1-amine and hydrocinnamoyl chloride in a similar manner as described above to give a white solid (53% yield). 1H-NMR (CDCl3): δ 8.43 (s, 1H), 7.58 (m, 1H), 7.28-7.21 (m, 5H), 7.20-7.15 (m, 2H), 5.51 (d, 1H), 5.05 (m, 1H), 3.00 (t, 2H), 2.62 (m, 2H), 2.58-2.43 (m, 2H), 2.12 (m, 1H), 1.80 (m, 2H), 1.67 (m, 1H); MS m/z 397 (M−1).